This data is from the Open Reaction Database (ORD), a public repository of structured organic reaction records. The task is: describe an organic reaction: reactants, conditions, products, and yield Solvent: ClCCl (dichloromethane), CO (methanol). Conditions: time 48 hour. RXN SMILES: C([O:5][C:6](=[O:63])[C@H:7]([CH2:59][CH:60]([CH3:62])[CH3:61])[NH:8][CH:9]1[CH2:15][CH2:14][CH2:13][CH2:12][CH:11]([C@@H:16]2[O:48][C@H:47]([CH2:49][O:50]C(=O)C3C=CC=CC=3)[C@H:37]([O:38]C(=O)C3C=CC=CC=3)[C@H:27]([O:28]C(=O)C3C=CC=CC=3)[C@H:17]2[O:18]C(=O)C2C=CC=CC=2)[CH2:10]1)(C)(C)C.Cl.Cl.C(OC(=O)[C@H](CC(C)C)N)(C)(C)C.C([BH3-])#N.[Na+]>ClCCl.CO>[C@@H:16]1([CH:11]2[CH2:12][CH2:13][CH2:14][CH2:15][CH:9]([NH:8][C@H:7]([C:6]([OH:63])=[O:5])[CH2:59][CH:60]([CH3:61])[CH3:62])[CH2:10]2)[O:48][C@H:47]([CH2:49][OH:50])[C@H:37]([OH:38])[C@H:27]([OH:28])[C@H:17]1[OH:18] |f:1.2.3,4.5|. The product is [C@@H]1([C@H](O)[C@@H](O)[C@@H](O)[C@H](O1)CO)C1CC(CCCC1)N[C@@H](CC(C)C)C(=O)O (Nα-(3-(β-D-Galactopyranosyl)cyclohept-1-yl)-L-leucine). Starting materials: C(C)(C)(C)OC([C@@H](NC1CC(CCCC1)[C@H]1[C@H](OC(C2=CC=CC=C2)=O)[C@@H](OC(C2=CC=CC=C2)=O)[C@@H](OC(C2=CC=CC=C2)=O)[C@H](O1)COC(C1=CC=CC=C1)=O)CC(C)C)=O (Nα-(3-(2,3,4,6-Tetra-O-benzoyl-β-D-galactopyranosyl)cyclohept-1-yl)-L-leucine tert-Butyl Ester), product, Cl.Cl.C(C)(C)(C)OC([C@@H](N)CC(C)C)=O (L-leucine tert-butyl ester dihydrochloride), C(#N)[BH3-].[Na+] (sodium cyanoborohydride). The yield is 78.0%. Reported procedure: Step B--Synthesis of Nα-(3-(2,3,4,6-Tetra-O-benzoyl-β-D-galactopyranosyl)cyclohept-1-yl)-L-leucine tert-Butyl Ester: To the product from Step A (50 mg, 71 μmol) and L-leucine tert-butyl ester dihydrochloride (80 mg, 354 μmol) in dichloromethane (700 μL) and methanol 700 μL) was added sodium cyanoborohydride (2 mg). After 48 h, the mixture was concentrated and purified by column chromatography (SiO2, toluene/ethyl acetate, 8:1) to give the title compound (48 mg, 78%). Starting materials: ONCCCP(O)(O)=O (3-(N-hydroxyamino)propylphosphonic acid), C[Si](C)(C)C(C(=O)N)[Si](C)(C)C (bis(trimethylsilyl)acetamide), C(C)(=O)OC1=C(C(=O)Cl)C=CC(=C1)Cl (2-acetoxy-4-chlorobenzoyl chloride), crude powder, CCOCC (ether). Reported procedure: A mixture of 3-(N-hydroxyamino)propylphosphonic acid (1.64 g), bis(trimethylsilyl)acetamide (10.0 g) and dichloromethane (32 ml) was stirred for 3 hours at ambient temperature. To this mixture was added dropwise a solution of 2-acetoxy-4-chlorobenzoyl chloride (2.3 g) in dichloromethane (10 ml) with stirring under ice-cooling. The reaction mixture was stirred at the same temperature for 30 minutes and at ambient temperature for 1.5 hours. The mixture was concentrated under reduced pressure to gi... Run at time 3 hour. Solvent: ClCCl (dichloromethane), C(C)O (ethanol), ClCCl (dichloromethane), C(C)O (ethanol), N (ammonia), C(C)(=O)OCC (ethyl acetate). Reaction SMILES: [OH:1][NH:2][CH2:3][CH2:4][CH2:5][P:6](=[O:9])([OH:8])[OH:7].C[Si](C([Si](C)(C)C)C(N)=O)(C)C.C([O:25][C:26]1[CH:34]=[C:33]([Cl:35])[CH:32]=[CH:31][C:27]=1[C:28](Cl)=[O:29])(=O)C.CCOCC>ClCCl.C(OCC)(=O)C.C(O)C.N>[Cl:35][C:33]1[CH:32]=[CH:31][C:27]([C:28]([N:2]([CH2:3][CH2:4][CH2:5][P:6](=[O:8])([OH:7])[OH:9])[OH:1])=[O:29])=[C:26]([OH:25])[CH:34]=1. Isolated yield 14.1%. Yields the product monoammonium, ClC1=CC(=C(C(=O)N(O)CCCP(O)(O)=O)C=C1)O (3-[N-(4-chloro-2-hydroxy benzoyl)-N-hydroxyamino]propylphosphonic acid).